This data is from the Open Reaction Database (ORD), a public repository of structured organic reaction records. The task is: describe an organic reaction: reactants, conditions, products, and yield Starting materials: CC(C)(C)OC(=O)n1ccc2c3c(ccc21)NC(C(=O)O)C3, O=C(Cl)OCC1c2ccccc2-c2ccccc21, O=C(O)C(F)(F)F, O. Product: O=C(O)C1Cc2c(ccc3c2ccn3C(=O)OCC2c3ccccc3-c3ccccc32)N1. RXN SMILES: [C:1]([CH3:2])([CH3:3])([CH3:4])[O:5][C:6](=[O:7])[n:8]1[cH:9][cH:10][c:11]2[c:12]3[c:16]([cH:17][cH:18][c:19]12)[NH:15][CH:14]([C:20](=[O:21])[OH:22])[CH2:13]3.[Cl:30][C:31]([O:32][CH2:34][CH:35]1[c:36]2[cH:37][cH:38][cH:39][cH:40][c:41]2-[c:42]2[cH:43][cH:44][cH:45][cH:46][c:47]21)=[O:33].[F:23][C:24]([F:25])([F:26])[C:27]([OH:28])=[O:29].[OH2:48]>>[O:5]([C:6](=[O:7])[n:8]1[cH:9][cH:10][c:11]2[c:12]3[c:16]([cH:17][cH:18][c:19]12)[NH:15][CH:14]([C:20](=[O:21])[OH:22])[CH2:13]3)[CH2:34][CH:35]1[c:36]2[cH:37][cH:38][cH:39][cH:40][c:41]2-[c:42]2[cH:43][cH:44][cH:45][cH:46][c:47]21. The reactants are [BH3-]C#N, CO, Cl, [Na+], COC(=O)c1ccc(N2CCC(=O)CC2)cc1, O=C(CNC(=O)C1CCNC1)Nc1cccc(C(F)(F)F)c1. Yields the product COC(=O)c1ccc(N2CCC(N3CCC(C(=O)NCC(=O)Nc4cccc(C(F)(F)F)c4)C3)CC2)cc1. Reaction SMILES: [C:41]([BH3-:42])#[N:43].[CH3:45][OH:46].[ClH:1].[Na+:44].[O:24]=[C:25]1[CH2:26][CH2:27][N:28]([c:31]2[cH:32][cH:33][c:34]([C:35](=[O:36])[O:37][CH3:38])[cH:39][cH:40]2)[CH2:29][CH2:30]1.[O:2]=[C:3]([CH2:4][NH:5][C:6](=[O:7])[CH:8]1[CH2:9][NH:10][CH2:11][CH2:12]1)[NH:13][c:14]1[cH:15][c:16]([C:20]([F:21])([F:22])[F:23])[cH:17][cH:18][cH:19]1>>[O:2]=[C:3]([CH2:4][NH:5][C:6](=[O:7])[CH:8]1[CH2:9][N:10]([CH:25]2[CH2:26][CH2:27][N:28]([c:31]3[cH:32][cH:33][c:34]([C:35](=[O:36])[O:37][CH3:38])[cH:39][cH:40]3)[CH2:29][CH2:30]2)[CH2:11][CH2:12]1)[NH:13][c:14]1[cH:15][c:16]([C:20]([F:21])([F:22])[F:23])[cH:17][cH:18][cH:19]1. Procedure: 11.8 g (0.05 mole) trichloromethane phosphonic dichloride, 7.8 g (0.075 mole) styrene, 134 mg (1 mmole) anhydrous cupric chloride and 206 mg triethylammonium chloride were brought into solution by 5 ml acetonitrile, and heated in the absence of air in a sealed ampoule at 110° during 3.5 hours. After cooling and opening of the ampoule, the reaction mixture was subjected to fractionation in vacuo, through a short Vigreux column. 9.1 g pure 1:1 adduct, 1,1,3-trichloro-3-phenyl-propane-1-phosphonic ... Reaction SMILES: [Cl:1][C:2]([Cl:8])(Cl)[P:3]([Cl:6])([Cl:5])=[O:4].[CH2:9]=[CH:10][C:11]1[CH:16]=[CH:15][CH:14]=[CH:13][CH:12]=1.[Cl-:17].C([NH+](CC)CC)C>C(#N)C>[Cl:1][C:2]([Cl:8])([P:3]([Cl:6])([Cl:5])=[O:4])[CH2:9][CH:10]([Cl:17])[C:11]1[CH:16]=[CH:15][CH:14]=[CH:13][CH:12]=1 |f:2.3|. The product is ClC(CC(C1=CC=CC=C1)Cl)(P(=O)(Cl)Cl)Cl (1,1,3-trichloro-3-phenyl-propane-1-phosphonic dichloride). Run in C(C)#N (acetonitrile). Starting materials: ClC(P(=O)(Cl)Cl)(Cl)Cl (trichloromethane phosphonic dichloride), [Cl-].C(C)[NH+](CC)CC (triethylammonium chloride), C=CC1=CC=CC=C1 (styrene), cupric chloride. Starting materials: BrCC(=O)OC(C)(C)C (tert-butyl 2-bromoacetate), [H-].[Na+] (sodium hydride), C(CCCCCC)OC1=CC=C(C(=O)OC2=CC=C(C=C2)CNC(C2=CC=C(C=C2)[N+](=O)[O-])=O)C=C1 (4-((4-nitrobenzamido)methyl)phenyl 4-(heptyloxy)benzoate), [H-].[Na+] (sodium hydride), BrCC(=O)OC(C)(C)C (tert-butyl 2-bromoacetate). The solvent is CC(OCC)=O (EA), CN(C)C=O (DMF). Run at time 5 minute. Yields the product C(CCCCCC)OC1=CC=C(C(=O)OC2=CC=C(C=C2)CN(C(C2=CC=C(C=C2)[N+](=O)[O-])=O)CC(=O)OC(C)(C)C)C=C1 (4-((N-(2-(tert-butoxy)-2-oxoethyl)-4-nitrobenzamido)methyl)phenyl 4-(heptyloxy)benzoate). The yield is 84.0%. RXN SMILES: [CH2:1]([O:8][C:9]1[CH:36]=[CH:35][C:12]([C:13]([O:15][C:16]2[CH:21]=[CH:20][C:19]([CH2:22][NH:23][C:24](=[O:34])[C:25]3[CH:30]=[CH:29][C:28]([N+:31]([O-:33])=[O:32])=[CH:27][CH:26]=3)=[CH:18][CH:17]=2)=[O:14])=[CH:11][CH:10]=1)[CH2:2][CH2:3][CH2:4][CH2:5][CH2:6][CH3:7].[H-].[Na+].Br[CH2:40][C:41]([O:43][C:44]([CH3:47])([CH3:46])[CH3:45])=[O:42]>CN(C=O)C.CC(=O)OCC>[CH2:1]([O:8][C:9]1[CH:36]=[CH:35][C:12]([C:13]([O:15][C:16]2[CH:21]=[CH:20][C:19]([CH2:22][N:23]([CH2:40][C:41]([O:43][C:44]([CH3:47])([CH3:46])[CH3:45])=[O:42])[C:24](=[O:34])[C:25]3[CH:26]=[CH:27][C:28]([N+:31]([O-:33])=[O:32])=[CH:29][CH:30]=3)=[CH:18][CH:17]=2)=[O:14])=[CH:11][CH:10]=1)[CH2:2][CH2:3][CH2:4][CH2:5][CH2:6][CH3:7] |f:1.2|. Procedure: Prepared using General Procedure 4: To a stirring solution of 4-((4-nitrobenzamido)methyl)phenyl 4-(heptyloxy)benzoate INT-2 (857 mg, 1.75 mmol) in DMF (7 mL) was added sodium hydride (77.0 mg, 1.92 mmol). After 5 min, tert-butyl 2-bromoacetate (0.30 mL, 2.01 mmol) was added. After stirring at room temperature for 1 h, additional tert-butyl 2-bromoacetate (0.297 mL, 2.01 mmol) and sodium hydride (77.0 mg, 1.92 mmol) were added and the reaction stirred for another 1 h. The reaction mixture was di... Starting materials: C(C)OC(CCNC1=C(C=C(C=C1)C(=O)N1C2CC(CC(C1)(C2)C)(C)C)N)=O (3-[2-amino-4-(1,3,3-trimethyl-6-aza-bicyclo[3.2.1]octane-6-carbonyl)-phenylamino]-propionic acid ethyl ester), CN1CCCC1=O (NMP), C(C)=O (acetaldehyde). Reaction conditions: temperature 50 celsius, time 16 hour. Product: C(C)OC(CCN1C(=NC2=C1C=CC(=C2)C(=O)N2C1CC(CC(C2)(C1)C)(C)C)CC)=O (3-[2-Ethyl-5-(1,3,3-trimethyl-6-aza-bicyclo[3.2.1]octane-6-carbonyl)-benzimidazol-1-yl]-propionic Acid Ethyl Ester). The yield is 38.0%. RXN SMILES: [CH2:1]([O:3][C:4](=[O:28])[CH2:5][CH2:6][NH:7][C:8]1[CH:13]=[CH:12][C:11]([C:14]([N:16]2[CH2:22][C:21]3([CH3:24])[CH2:23][CH:17]2[CH2:18][C:19]([CH3:26])([CH3:25])[CH2:20]3)=[O:15])=[CH:10][C:9]=1[NH2:27])[CH3:2].C(=O)C.CN1C(=O)[CH2:36][CH2:35][CH2:34]1>>[CH2:1]([O:3][C:4](=[O:28])[CH2:5][CH2:6][N:7]1[C:8]2[CH:13]=[CH:12][C:11]([C:14]([N:16]3[CH2:22][C:21]4([CH3:24])[CH2:23][CH:17]3[CH2:18][C:19]([CH3:26])([CH3:25])[CH2:20]4)=[O:15])=[CH:10][C:9]=2[N:27]=[C:34]1[CH2:35][CH3:36])[CH3:2]. Reported procedure: To a solution of 3-[2-amino-4-(1,3,3-trimethyl-6-aza-bicyclo[3.2.1]octane-6-carbonyl)-phenylamino]-propionic acid ethyl ester (250 mg, 0.645 mmol) in dry NMP (10 mL) at room temperature under an inert atmosphere of nitrogen was added approx. 200 mg of molecular sieve 4 Å followed by acetaldehyde (93 uL, 1.29 mmol). The mixture was stirred for 16 hrs at 50° C. The reaction was quenched by the addition of water (100 mL) followed by extraction with diethyl ether (3×100 mL). The combined organic pha... Starting materials: [Al+3], O=C1CCc2ccc(Br)cc2O1, Oc1cccc(Br)c1, ClCCl, CC(C)=CC(=O)O, [Cl-], [Cl-], [Cl-], [Cl-], [H-], [Na+], C1CCOC1, C=CC(=O)O, C=CC(=O)Oc1ccccc1. Yields the product O=C1CCc2ccc(Br)cc2O1, O=C1CCc2ccccc2O1. As a reaction SMILES: [Al+3:48].[Br:10][c:11]1[cH:12][cH:13][c:14]2[c:19]([cH:20]1)[O:18][C:17](=[O:21])[CH2:16][CH2:15]2.[Br:1][c:2]1[cH:3][c:4]([OH:5])[cH:6][cH:7][cH:8]1.[CH2:51]([Cl:52])[Cl:53].[CH3:22][C:23]([CH3:24])=[CH:25][C:26]([OH:27])=[O:28].[Cl-:47].[Cl-:49].[Cl-:50].[Cl-:9].[H-:34].[Na+:35].[O:54]1[CH2:55][CH2:56][CH2:57][CH2:58]1.[OH:29][C:30]([CH:31]=[CH2:32])=[O:33].[c:36]1([O:42][C:43]([CH:44]=[CH2:45])=[O:46])[cH:37][cH:38][cH:39][cH:40][cH:41]1>>[Br:10][c:11]1[cH:12][cH:13][c:14]2[c:19]([cH:20]1)[O:18][C:17](=[O:21])[CH2:16][CH2:15]2.[c:36]12[cH:37][cH:38][cH:39][cH:40][c:41]1[CH2:45][CH2:44][C:43](=[O:46])[O:42]2. The reactants are C(C1=CC=CC=C1)OC=1C=C2C(=C(C=NC2=CC1)[N+](=O)[O-])NCCCCNC(OC(C)(C)C)=O (tert-Butyl [4-(6-benzyloxy-3-nitroquinolin-4-ylamino)butyl]carbamate). Reagents/catalysts: [Pt] (platinum on carbon). The solvent is C1(=CC=CC=C1)C (toluene). The product is NC=1C=NC2=CC=C(C=C2C1NCCCCNC(OC(C)(C)C)=O)OCC1=CC=CC=C1 (tert-butyl {4-[3-amino-6-(benzyloxy)quinolin-4-ylamino]butyl}carbamate). The yield is 94.0%. Reaction SMILES: [CH2:1]([O:8][C:9]1[CH:10]=[C:11]2[C:16](=[CH:17][CH:18]=1)[N:15]=[CH:14][C:13]([N+:19]([O-])=O)=[C:12]2[NH:22][CH2:23][CH2:24][CH2:25][CH2:26][NH:27][C:28](=[O:34])[O:29][C:30]([CH3:33])([CH3:32])[CH3:31])[C:2]1[CH:7]=[CH:6][CH:5]=[CH:4][CH:3]=1>C1(C)C=CC=CC=1.[Pt]>[NH2:19][C:13]1[CH:14]=[N:15][C:16]2[C:11]([C:12]=1[NH:22][CH2:23][CH2:24][CH2:25][CH2:26][NH:27][C:28](=[O:34])[O:29][C:30]([CH3:33])([CH3:32])[CH3:31])=[CH:10][C:9]([O:8][CH2:1][C:2]1[CH:3]=[CH:4][CH:5]=[CH:6][CH:7]=1)=[CH:18][CH:17]=2. Procedure: tert-Butyl [4-(6-benzyloxy-3-nitroquinolin-4-ylamino)butyl]carbamate (17.62 g, 37.77 mmol) was dissolved in toluene (600 mL) with heating and added to a Parr vessel charged with 5% platinum on carbon (2.20 g). The vessel was placed under hydrogen pressure (30 psi, 2.1×105 Pa) for three hours. The reaction mixture was filtered through a layer of CELITE filter aid, and the filtrate was concentrated under reduced pressure to provide 15.5 g of tert-butyl {4-[3-amino-6-(benzyloxy)quinolin-4-ylamino]b... Starting materials: C(C1=CC=CC=C1)N1C=NC2=C1C=CC(=C2)N (1-benzyl-5-aminobenzimidazole), BrBr (Br2), CO (MeOH), N (NH3). Solvent: CC(=O)O (AcOH), CC(=O)O (AcOH). Yields the product C(C1=CC=CC=C1)N1C=NC2=C1C=CC(=C2Br)N (1-Benzyl-4-bromo-5-aminobenzimidazole). Isolated yield 60.0%. As a reaction SMILES: [CH2:1]([N:8]1[C:12]2[CH:13]=[CH:14][C:15]([NH2:17])=[CH:16][C:11]=2[N:10]=[CH:9]1)[C:2]1[CH:7]=[CH:6][CH:5]=[CH:4][CH:3]=1.[Br:18]Br.N.CO>CC(O)=O>[CH2:1]([N:8]1[C:12]2[CH:13]=[CH:14][C:15]([NH2:17])=[C:16]([Br:18])[C:11]=2[N:10]=[CH:9]1)[C:2]1[CH:3]=[CH:4][CH:5]=[CH:6][CH:7]=1. Procedure details: To a solution of 1-benzyl-5-aminobenzimidazole (1.0 g, 5.0 mmol) in 40 ml of AcOH was added solution of Br2 in AcOH until it produces a precipitate. The reaction mixture was concentrated in vacuo to provide a brown solid which was subjected to column chromatography (5% NH3 sat'd MeOH/CHC13) to provide 0.90g (2.5 mmol, 60%) of the product. Reaction SMILES: [Cl:1][C:2]1[C:10]([N+:11]([O-:13])=[O:12])=[C:9]([Cl:14])[C:8]([N+:15]([O-:17])=[O:16])=[CH:7][C:3]=1[C:4](Cl)=[O:5].[NH3:18]>>[Cl:1][C:2]1[C:10]([N+:11]([O-:13])=[O:12])=[C:9]([Cl:14])[C:8]([N+:15]([O-:17])=[O:16])=[CH:7][C:3]=1[C:4]([NH2:18])=[O:5]. Yields the product ClC1=C(C(=O)N)C=C(C(=C1[N+](=O)[O-])Cl)[N+](=O)[O-] (2,4-Dichloro-3,5-dinitrobenzamide). Run at time 2 hour. Procedure details: A mixture of 74.9 g. (0.25 mole) of 2,4-dichloro-3,5-dinitrobenzoyl chloride and 200 ml. of concentrated ammonia is placed in a mortar and ground with a pestle for ten minutes. The mixture stands for 2 hours at room temperature. The yellow precipitate is removed by filtration and washed with water. There is obtained 67.7 gm. (97%) of yellow needles melting at 263°-265°. Recrystallization of 1.00 g. of material from ethanol yields 390 mg. of yellow needles melting at 262°-263°. Starting materials: ClC1=C(C(=O)Cl)C=C(C(=C1[N+](=O)[O-])Cl)[N+](=O)[O-] (2,4-dichloro-3,5-dinitrobenzoyl chloride), needles, N (ammonia), yellow needles. Reactants: C=CCC(COCc1ccccc1)OCC=NO, [O-]Cl, ClCCl, [Na+], O. Yields the product c1ccc(COCC2CC3CON=C3CO2)cc1. Reaction SMILES: [CH2:1]([c:2]1[cH:3][cH:4][cH:5][cH:6][cH:7]1)[O:8][CH2:9][CH:10]([CH2:11][CH:12]=[CH2:13])[O:14][CH2:15][CH:16]=[N:17][OH:18].[Cl:19][O-:20].[Cl:22][CH2:23][Cl:24].[Na+:21].[OH2:25]>>[CH2:1]([c:2]1[cH:3][cH:4][cH:5][cH:6][cH:7]1)[O:8][CH2:9][CH:10]1[CH2:11][CH:12]2[CH2:13][O:18][N:17]=[C:16]2[CH2:15][O:14]1.